Task: describe an organic reaction: reactants, conditions, products, and yield. Dataset: the Open Reaction Database (ORD), a public repository of structured organic reaction records Reactants: Fc1ccc(-n2ccc3cc(OCCCCCCBr)ccc32)cc1, C1CCNCC1. The product is Fc1ccc(-n2ccc3cc(OCCCCCCN4CCCCC4)ccc32)cc1. As a reaction SMILES: [Br:1][CH2:2][CH2:3][CH2:4][CH2:5][CH2:6][CH2:7][O:8][c:9]1[cH:10][c:11]2[cH:12][cH:13][n:14](-[c:18]3[cH:19][cH:20][c:21]([F:24])[cH:22][cH:23]3)[c:15]2[cH:16][cH:17]1.[CH2:25]1[CH2:26][CH2:27][NH:28][CH2:29][CH2:30]1>>[CH2:2]([CH2:3][CH2:4][CH2:5][CH2:6][CH2:7][O:8][c:9]1[cH:10][c:11]2[cH:12][cH:13][n:14](-[c:18]3[cH:19][cH:20][c:21]([F:24])[cH:22][cH:23]3)[c:15]2[cH:16][cH:17]1)[N:28]1[CH2:27][CH2:26][CH2:25][CH2:30][CH2:29]1. Starting materials: C1CCOC1, COC(=O)c1cccc(C(=O)N2CCCC2c2nc(C)cs2)c1, Cl, [Li+], [OH-], O. The product is Cc1csc(C2CCCN2C(=O)c2cccc(C(=O)O)c2)n1. RXN SMILES: [CH2:27]1[O:28][CH2:29][CH2:30][CH2:31]1.[CH3:1][c:2]1[n:3][c:4]([CH:7]2[N:8]([C:12](=[O:13])[c:14]3[cH:15][c:16]([C:17](=[O:18])[O:19][CH3:20])[cH:21][cH:22][cH:23]3)[CH2:9][CH2:10][CH2:11]2)[s:5][cH:6]1.[ClH:26].[Li+:25].[OH-:24].[OH2:32]>>[CH3:1][c:2]1[n:3][c:4]([CH:7]2[N:8]([C:12](=[O:13])[c:14]3[cH:15][c:16]([C:17](=[O:18])[OH:19])[cH:21][cH:22][cH:23]3)[CH2:9][CH2:10][CH2:11]2)[s:5][cH:6]1. Starting materials: Cc1ccccc1, CO, Clc1ccc2cc(OCc3ccccc3)ccc2n1, OB(O)c1c(Cl)cccc1Cl, [Na+], O=C([O-])O, c1ccc(P(c2ccccc2)(c2ccccc2)[Pd](P(c2ccccc2)(c2ccccc2)c2ccccc2)(P(c2ccccc2)(c2ccccc2)c2ccccc2)P(c2ccccc2)(c2ccccc2)c2ccccc2)cc1. Yields the product Clc1cccc(Cl)c1-c1ccc2cc(OCc3ccccc3)ccc2n1. Reaction SMILES: [CH3:36][c:37]1[cH:38][cH:39][cH:40][cH:41][cH:42]1.[CH3:43][OH:44].[Cl:1][c:2]1[cH:3][cH:4][c:5]2[cH:6][c:7]([O:8][CH2:9][c:10]3[cH:11][cH:12][cH:13][cH:14][cH:15]3)[cH:16][cH:17][c:18]2[n:19]1.[Cl:20][c:21]1[c:22]([B:28]([OH:29])[OH:30])[c:23]([Cl:27])[cH:24][cH:25][cH:26]1.[Na+:35].[O-:31][C:32]([OH:33])=[O:34].[cH:45]1[cH:46][cH:47][c:48]([P:49]([Pd:50]([P:51]([c:52]2[cH:53][cH:54][cH:55][cH:56][cH:57]2)([c:58]2[cH:59][cH:60][cH:61][cH:62][cH:63]2)[c:64]2[cH:65][cH:66][cH:67][cH:68][cH:69]2)([P:70]([c:71]2[cH:72][cH:73][cH:74][cH:75][cH:76]2)([c:77]2[cH:78][cH:79][cH:80][cH:81][cH:82]2)[c:83]2[cH:84][cH:85][cH:86][cH:87][cH:88]2)[P:89]([c:90]2[cH:91][cH:92][cH:93][cH:94][cH:95]2)([c:96]2[cH:97][cH:98][cH:99][cH:100][cH:101]2)[c:102]2[cH:103][cH:104][cH:105][cH:106][cH:107]2)([c:108]2[cH:109][cH:110][cH:111][cH:112][cH:113]2)[c:114]2[cH:115][cH:116][cH:117][cH:118][cH:119]2)[cH:120][cH:121]1>>[c:2]1(-[c:22]2[c:21]([Cl:20])[cH:26][cH:25][cH:24][c:23]2[Cl:27])[cH:3][cH:4][c:5]2[cH:6][c:7]([O:8][CH2:9][c:10]3[cH:11][cH:12][cH:13][cH:14][cH:15]3)[cH:16][cH:17][c:18]2[n:19]1. Reactants: COc1cc(CC(=O)OC(C)(C)C)ccc1NC(=O)Nc1ccccc1C(F)(F)F, ClCCl, O=C(O)C(F)(F)F. Yields the product COc1cc(CC(=O)O)ccc1NC(=O)Nc1ccccc1C(F)(F)F. Reaction SMILES: [CH3:1][O:2][c:3]1[cH:4][c:5]([CH2:23][C:24](=[O:25])[O:26][C:27]([CH3:28])([CH3:29])[CH3:30])[cH:6][cH:7][c:8]1[NH:9][C:10](=[O:11])[NH:12][c:13]1[c:14]([C:19]([F:20])([F:21])[F:22])[cH:15][cH:16][cH:17][cH:18]1.[Cl:38][CH2:39][Cl:40].[F:31][C:32]([F:33])([F:34])[C:35]([OH:36])=[O:37]>>[CH3:1][O:2][c:3]1[cH:4][c:5]([CH2:23][C:24](=[O:25])[OH:26])[cH:6][cH:7][c:8]1[NH:9][C:10](=[O:11])[NH:12][c:13]1[c:14]([C:19]([F:20])([F:21])[F:22])[cH:15][cH:16][cH:17][cH:18]1. Starting materials: N#CC1CN1, CCOC(C)=O, Cc1ccc(C(=O)Cl)cc1, O. Reaction SMILES: [C:11](#[N:12])[CH:13]1[NH:14][CH2:15]1.[CH3:16][CH2:17][O:18][C:19](=[O:20])[CH3:21].[CH3:1][c:2]1[cH:3][cH:4][c:5]([C:6](=[O:7])[Cl:8])[cH:9][cH:10]1.[OH2:22]>>[CH3:1][c:2]1[cH:3][cH:4][c:5]([C:6](=[O:7])[N:14]2[CH:13]([C:11]#[N:12])[CH2:15]2)[cH:9][cH:10]1. Yields the product Cc1ccc(C(=O)N2CC2C#N)cc1.